From a dataset of the Open Reaction Database (ORD), a public repository of structured organic reaction records. describe an organic reaction: reactants, conditions, products, and yield Starting materials: CC#N, FC(F)(F)CN=C=S, NCCCCc1nccc(NC(N)=NCC(F)(F)F)n1. Yields the product NC(=NCC(F)(F)F)Nc1ccnc(CCCCNC(=S)NCC(F)(F)F)n1. Reaction SMILES: [CH3:29][C:30]#[N:31].[F:1][C:2]([CH2:3][N:4]=[C:5]=[S:6])([F:7])[F:8].[F:9][C:10]([CH2:11][N:12]=[C:13]([NH:14][c:15]1[n:16][c:17]([CH2:21][CH2:22][CH2:23][CH2:24][NH2:25])[n:18][cH:19][cH:20]1)[NH2:26])([F:27])[F:28]>>[F:1][C:2]([CH2:3][NH:4][C:5](=[S:6])[NH:25][CH2:24][CH2:23][CH2:22][CH2:21][c:17]1[n:16][c:15]([NH:14][C:13](=[N:12][CH2:11][C:10]([F:9])([F:27])[F:28])[NH2:26])[cH:20][cH:19][n:18]1)([F:7])[F:8]. Starting materials: [OH-].[Na+] (Sodium hydroxide), FC1=CC(=C(C=C1)C=1N(C(C2=CC=CC=C2C1/C=C/C(=O)OCC)=O)C(C)C)OC (Ethyl (E)-3-[1,2-dihydro-3-(4-fluoro-2-methoxyphenyl)-2-(1-methylethyl)-1-oxo-4-isoquinolinyl]-2-propenoate). Solvent: C(C)O (ethanol). Yields the product FC1=CC(=C(C=C1)C=1N(C(C2=CC=CC=C2C1/C=C/C(=O)O)=O)C(C)C)OC ((E)-3-[1,2-Dihydro-3-(4-fluoro-2-methoxyphenyl)-2-(1-methylethyl)-1-oxo-4-isoquinolinyl]-2-propenoic acid). The yield is 66.2%. Reaction SMILES: [OH-].[Na+].[F:3][C:4]1[CH:9]=[CH:8][C:7]([C:10]2[N:11]([CH:28]([CH3:30])[CH3:29])[C:12](=[O:27])[C:13]3[C:18]([C:19]=2/[CH:20]=[CH:21]/[C:22]([O:24]CC)=[O:23])=[CH:17][CH:16]=[CH:15][CH:14]=3)=[C:6]([O:31][CH3:32])[CH:5]=1>C(O)C>[F:3][C:4]1[CH:9]=[CH:8][C:7]([C:10]2[N:11]([CH:28]([CH3:29])[CH3:30])[C:12](=[O:27])[C:13]3[C:18]([C:19]=2/[CH:20]=[CH:21]/[C:22]([OH:24])=[O:23])=[CH:17][CH:16]=[CH:15][CH:14]=3)=[C:6]([O:31][CH3:32])[CH:5]=1 |f:0.1|. Reported procedure: 1N Sodium hydroxide solution (13 ml) was added to a solution of the compound (3.00 g) obtained by Step 3 in ethanol (70 ml) at room temperature under stirring. The reaction mixture was stirred at room temperature for 18 hours, and the solvent was distilled off. Water was added to the residue which was washed with ethyl acetate. The aqueous layer was acidified with aqueous potassium hydrogen sulfate solution and extracted with ethyl acetate. The extract was washed with water, dried over anhydrous... Starting materials: S(=O)(Cl)Cl (thionyl chloride), C1(=CC=CC2=CC=CC=C12)NCC(=O)O (1-naphthylglycine), CO (methanol). Run in C(C)OCC (diethyl ether). Run at time 3 hour. The product is Cl.COC(CNC1=CC=CC2=CC=CC=C12)=O (1-naphthylglycine methyl ester hydrochloride). Isolated yield 98.0%. Reaction SMILES: S(Cl)([Cl:3])=O.[C:5]1([NH:15][CH2:16][C:17]([OH:19])=[O:18])[C:14]2[C:9](=[CH:10][CH:11]=[CH:12][CH:13]=2)[CH:8]=[CH:7][CH:6]=1.[CH3:20]O>C(OCC)C>[ClH:3].[CH3:20][O:18][C:17](=[O:19])[CH2:16][NH:15][C:5]1[C:14]2[C:9](=[CH:10][CH:11]=[CH:12][CH:13]=2)[CH:8]=[CH:7][CH:6]=1 |f:4.5|. Reported procedure: 33 mL of thionyl chloride was added dropwise to a mixture of 50.3 g of 1-naphthylglycine (racemic modification) and 200 mL of methanol (dehydrated) at an inner temperature of 35° C. over 1 hour and the mixture was stirred at the same temperature for 3 hours to effect reaction. The reaction mixture was concentrated and the concentrated residue obtained was mixed with 200 mL of diethyl ether. Then, the crystals produced were isolated by filtration and washed with 50 mL of diethyl ether. The crysta...